The task is: describe an organic reaction: reactants, conditions, products, and yield. This data is from the Open Reaction Database (ORD), a public repository of structured organic reaction records. RXN SMILES: [CH3:1][S:2](=[O:3])(=[O:4])[NH2:5].[CH3:8][S:9](=[O:10])(=[O:11])[c:12]1[n:13][c:14](-[c:29]2[cH:30][cH:31][cH:32][cH:33][cH:34]2)[c:15]2[c:16]([n:17]1)[n:18](-[c:23]1[cH:24][cH:25][cH:26][cH:27][cH:28]1)[c:19](=[O:22])[cH:20][cH:21]2.[H-:7].[Na+:6].[O:36]=[CH:37][N:38]([CH3:39])[CH3:40].[OH2:35]>>[CH3:1][S:2](=[O:3])(=[O:4])[NH:5][c:12]1[n:13][c:14](-[c:29]2[cH:30][cH:31][cH:32][cH:33][cH:34]2)[c:15]2[c:16]([n:17]1)[n:18](-[c:23]1[cH:24][cH:25][cH:26][cH:27][cH:28]1)[c:19](=[O:22])[cH:20][cH:21]2. Starting materials: CS(N)(=O)=O, CS(=O)(=O)c1nc(-c2ccccc2)c2ccc(=O)n(-c3ccccc3)c2n1, [H-], [Na+], CN(C)C=O, O. Yields the product CS(=O)(=O)Nc1nc(-c2ccccc2)c2ccc(=O)n(-c3ccccc3)c2n1. Starting materials: COC1=C(C=CC=C1)N(S(=O)(=O)C1=NC=CC=C1C)CC(=O)O ([(2-methoxy-phenyl)-(3-methyl-pyridine-2-sulfonyl)-amino]-acetic acid), C(C)NCC1=NC(=CC=C1)C (ethyl-(6-methyl-pyridin-2-ylmethyl)-amine). Yields the product C(C)N(C(CN(S(=O)(=O)C1=NC=CC=C1C)C1=C(C=CC=C1)OC)=O)CC1=NC(=CC=C1)C (N-Ethyl-2-[(2-methoxy-phenyl)-(3-methyl-pyridine-2-sulfonyl)-amino]-N-(6-methyl-pyridin-2-ylmethyl)-acetamide). Reaction SMILES: [CH3:1][O:2][C:3]1[CH:8]=[CH:7][CH:6]=[CH:5][C:4]=1[N:9]([CH2:20][C:21](O)=[O:22])[S:10]([C:13]1[C:18]([CH3:19])=[CH:17][CH:16]=[CH:15][N:14]=1)(=[O:12])=[O:11].[CH2:24]([NH:26][CH2:27][C:28]1[CH:33]=[CH:32][CH:31]=[C:30]([CH3:34])[N:29]=1)[CH3:25]>>[CH2:24]([N:26]([CH2:27][C:28]1[CH:33]=[CH:32][CH:31]=[C:30]([CH3:34])[N:29]=1)[C:21](=[O:22])[CH2:20][N:9]([C:4]1[CH:5]=[CH:6][CH:7]=[CH:8][C:3]=1[O:2][CH3:1])[S:10]([C:13]1[C:18]([CH3:19])=[CH:17][CH:16]=[CH:15][N:14]=1)(=[O:12])=[O:11])[CH3:25]. Procedure: prepared by reaction of [(2-methoxy-phenyl)-(3-methyl-pyridine-2-sulfonyl)-amino]-acetic acid with ethyl-(6-methyl-pyridin-2-ylmethyl)-amine Starting materials: Br (hydrobromic acid), O1C(CP(OCC)(OCC)=O)C1 (diethyl 2,3-epoxypropylphosphonate). Run at time 5 minute. Yields the product BrCC(CP(OCC)(OCC)=O)O (diethyl 3-bromo-2-hydroxypropylphosphonate). Yield: 86.1%. As a reaction SMILES: [BrH:1].[O:2]1[CH2:13][CH:3]1[CH2:4][P:5](=[O:12])([O:9][CH2:10][CH3:11])[O:6][CH2:7][CH3:8]>>[Br:1][CH2:13][CH:3]([OH:2])[CH2:4][P:5](=[O:12])([O:9][CH2:10][CH3:11])[O:6][CH2:7][CH3:8]. Procedure: (1)-(a) 47% Aqueous hydrobromic acid (82.8 g) was added dropwise to diethyl 2,3-epoxypropylphosphonate (77.6 g) under ice-cooling and with stirring over a five minutes interval. After the stirring was continued for an hour under ice-cooling and for 3 hours at ambient temperature, the reaction mixture was extracted with ethyl acetate (500 ml). The ethyl acetate layer was separated, washed three times with saturated aqueous sodium bicarbonate solution (200 ml and 100 ml×2) and twice with saturated... Reactants: BrB(Br)Br, ClCCl, Cl, [NH4+], [OH-], COc1cccc2c1CCC(NCCc1cccs1)C2. Product: Oc1cccc2c1CCC(NCCc1cccs1)C2. Reaction SMILES: [B:22]([Br:23])([Br:24])[Br:25].[Cl:28][CH2:29][Cl:30].[ClH:1].[NH4+:27].[OH-:26].[s:2]1[c:3]([CH2:7][CH2:8][NH:9][CH:10]2[CH2:11][c:12]3[cH:13][cH:14][cH:15][c:16]([O:20][CH3:21])[c:17]3[CH2:18][CH2:19]2)[cH:4][cH:5][cH:6]1>>[s:2]1[c:3]([CH2:7][CH2:8][NH:9][CH:10]2[CH2:11][c:12]3[cH:13][cH:14][cH:15][c:16]([OH:20])[c:17]3[CH2:18][CH2:19]2)[cH:4][cH:5][cH:6]1. Starting materials: C([O-])([O-])=O.[K+].[K+] (potassium carbonate), C(=O)(O)C=1C(=C2C(C(CS(C2=C(C1)C)(=O)=O)(C)C)=O)C (6-carboxy-3,3,5,8-tetramethylthiochroman-4-one-1,1-dioxide), C(C)N1N=CC=C1O (1-ethyl-5-hydroxypyrazole), C1(CCCCC1)N=C=NC1CCCCC1 (N,N'-dicyclohexylcarbodiimide). Solvent: C(C)(C)(CC)O (t-amyl alcohol), C(C)(C)(CC)O (t-amyl alcohol). Yields the product C(C)N1N=CC(=C1O)C(=O)C=1C(=C2C(C(CS(C2=C(C1)C)(=O)=O)(C)C)=O)C (6-(1-ethyl-5-hydroxypyrazol-4-yl)carbonyl-3,3,5,8-tetramethylthiochroman-4-one-1,1-dioxide). Isolated yield 81.9%. Reaction SMILES: [C:1]([C:4]1[C:5]([CH3:20])=[C:6]2[C:11](=[C:12]([CH3:14])[CH:13]=1)[S:10](=[O:16])(=[O:15])[CH2:9][C:8]([CH3:18])([CH3:17])[C:7]2=[O:19])([OH:3])=O.[CH2:21]([N:23]1[C:27]([OH:28])=[CH:26][CH:25]=[N:24]1)[CH3:22].C1(N=C=NC2CCCCC2)CCCCC1.C(=O)([O-])[O-].[K+].[K+]>C(O)(CC)(C)C>[CH2:21]([N:23]1[C:27]([OH:28])=[C:26]([C:1]([C:4]2[C:5]([CH3:20])=[C:6]3[C:11](=[C:12]([CH3:14])[CH:13]=2)[S:10](=[O:15])(=[O:16])[CH2:9][C:8]([CH3:18])([CH3:17])[C:7]3=[O:19])=[O:3])[CH:25]=[N:24]1)[CH3:22] |f:3.4.5|. Reported procedure: A 50-ml round-bottomed flask was charged with 0.51 g (1.72 mmol) of 6-carboxy-3,3,5,8-tetramethylthiochroman-4-one-1,1-dioxide, 0.21 g (1.88 mmol) of 1-ethyl-5-hydroxypyrazole and 5 ml of t-amyl alcohol, and while the mixture was stirred at room temperature, a solution of 0.42 g (2.04 mmol) of N,N'-dicyclohexylcarbodiimide in 2 ml of t-amyl alcohol was added. The mixture was further stirred at room temperature for 1 hour, and 0.18 g (1.30 mmol) of potassium carbonate was added to the reaction mi... Reactants: [N+](=O)([O-])C1=C(C=CC=C1)OC[C@H](NC(=O)OC(C)(C)C)C(=O)O (O-(o-nitrophenyl)-Boc-L-serine), [H][H] (hydrogen). The reagents and catalysts are [C].[Pd] (palladium-carbon). Solvent: CO (methanol). Yields the product NC1=C(C=CC=C1)OC[C@H](NC(=O)OC(C)(C)C)C(=O)O (O-(o-aminophenyl)-Boc-L-serine). The yield is 84.4%. RXN SMILES: [N+:1]([C:4]1[CH:9]=[CH:8][CH:7]=[CH:6][C:5]=1[O:10][CH2:11][C@@H:12]([C:21]([OH:23])=[O:22])[NH:13][C:14]([O:16][C:17]([CH3:20])([CH3:19])[CH3:18])=[O:15])([O-])=O.[H][H]>CO.[C].[Pd]>[NH2:1][C:4]1[CH:9]=[CH:8][CH:7]=[CH:6][C:5]=1[O:10][CH2:11][C@@H:12]([C:21]([OH:23])=[O:22])[NH:13][C:14]([O:16][C:17]([CH3:18])([CH3:19])[CH3:20])=[O:15] |f:3.4|. Procedure details: In 500 ml of methanol is dissolved 30 g of O-(o-nitrophenyl)-Boc-L-serine obtained in Example 1, and catalytic reduction is conducted in a stream of hydrogen at ordinary temperature and at atmospheric pressure with 1 g of 10% palladium-carbon used as a catalyst. The catalyst is filtered off, and the filtrate is concentrated under reduced pressure. The resulting residue is recrystallized from ethyl acetate to give 23 g of O-(o-aminophenyl)-Boc-L-serine as colorless crystals, melting at 90°-91° C. Reaction SMILES: [CH2:1]([c:2]1[cH:3][cH:4][cH:5][cH:6][cH:7]1)[O:8][CH:9]([CH3:10])[CH:11]([CH2:12][CH2:13][c:14]1[cH:15][cH:16][cH:17][c:18]2[cH:19][cH:20][cH:21][cH:22][c:23]12)[n:24]1[cH:25][n:26][c:27]([C:29](=[O:30])[NH2:31])[cH:28]1.[CH2:35]1[CH2:36][CH:37]=[CH:38][CH2:39][CH2:40]1.[CH3:32][CH2:33][OH:34].[OH-:41].[OH-:43].[Pd+2:42]>>[OH:8][CH:9]([CH3:10])[CH:11]([CH2:12][CH2:13][c:14]1[cH:15][cH:16][cH:17][c:18]2[cH:19][cH:20][cH:21][cH:22][c:23]12)[n:24]1[cH:25][n:26][c:27]([C:29](=[O:30])[NH2:31])[cH:28]1. Reactants: CC(OCc1ccccc1)C(CCc1cccc2ccccc12)n1cnc(C(N)=O)c1, C1=CCCCC1, CCO, [OH-], [OH-], [Pd+2]. The product is CC(O)C(CCc1cccc2ccccc12)n1cnc(C(N)=O)c1. Reactants: O=C(NCCCBr)C(c1ccccc1)c1ccccc1, CC(C)C(=O)Nc1ccc(C2CCNCC2)cc1, [K+], [K+], O=C([O-])[O-], CN(C)C=O. Product: CC(C)C(=O)Nc1ccc(C2CCN(CCCNC(=O)C(c3ccccc3)c3ccccc3)CC2)cc1. As a reaction SMILES: [Br:19][CH2:20][CH2:21][CH2:22][NH:23][C:24]([CH:25]([c:26]1[cH:27][cH:28][cH:29][cH:30][cH:31]1)[c:32]1[cH:33][cH:34][cH:35][cH:36][cH:37]1)=[O:38].[CH3:1][CH:2]([C:3](=[O:4])[NH:5][c:6]1[cH:7][cH:8][c:9]([CH:12]2[CH2:13][CH2:14][NH:15][CH2:16][CH2:17]2)[cH:10][cH:11]1)[CH3:18].[K+:39].[K+:40].[O-:41][C:42]([O-:43])=[O:44].[O:45]=[CH:46][N:47]([CH3:48])[CH3:49]>>[CH3:1][CH:2]([C:3](=[O:4])[NH:5][c:6]1[cH:7][cH:8][c:9]([CH:12]2[CH2:13][CH2:14][N:15]([CH2:20][CH2:21][CH2:22][NH:23][C:24]([CH:25]([c:26]3[cH:27][cH:28][cH:29][cH:30][cH:31]3)[c:32]3[cH:33][cH:34][cH:35][cH:36][cH:37]3)=[O:38])[CH2:16][CH2:17]2)[cH:10][cH:11]1)[CH3:18]. The reactants are CC(C)(C)OC(=O)CC(NC(=O)C1(C)CC(c2ccccc2)=NO1)C(=O)COc1ccccc1, ClCCl, O=C(O)C(F)(F)F. Yields the product CC1(C(=O)NC(CC(=O)O)C(=O)COc2ccccc2)CC(c2ccccc2)=NO1. As a reaction SMILES: [CH3:1][C:2]1([C:13](=[O:14])[NH:15][CH:16]([CH2:17][C:18](=[O:19])[O:20][C:21]([CH3:22])([CH3:23])[CH3:24])[C:25]([CH2:26][O:27][c:28]2[cH:29][cH:30][cH:31][cH:32][cH:33]2)=[O:34])[CH2:3][C:4]([c:7]2[cH:8][cH:9][cH:10][cH:11][cH:12]2)=[N:5][O:6]1.[Cl:42][CH2:43][Cl:44].[OH:35][C:36]([C:37]([F:38])([F:39])[F:40])=[O:41]>>[CH3:1][C:2]1([C:13](=[O:14])[NH:15][CH:16]([CH2:17][C:18](=[O:19])[OH:20])[C:25]([CH2:26][O:27][c:28]2[cH:29][cH:30][cH:31][cH:32][cH:33]2)=[O:34])[CH2:3][C:4]([c:7]2[cH:8][cH:9][cH:10][cH:11][cH:12]2)=[N:5][O:6]1. Starting materials: C(C1=CC=CC=C1)NC(C1=CC(=CC(=C1)OC)I)=O (N-benzyl-3-iodo-5-methoxy-benzamide), C(C)OCC (diethyl ether), B(Br)(Br)Br (BBr3). Run in ClCCl (dichloromethane), C(=O)=O.CC(=O)C (dry ice acetone). Conditions: time 8 hour. The product is C(C1=CC=CC=C1)NC(C1=CC(=CC(=C1)I)O)=O (N-Benzyl-3-hydroxy-5-iodo-benzamide), hexanes. Yield: 90.0%. Reaction SMILES: [CH2:1]([NH:8][C:9](=[O:19])[C:10]1[CH:15]=[C:14]([O:16]C)[CH:13]=[C:12]([I:18])[CH:11]=1)[C:2]1[CH:7]=[CH:6][CH:5]=[CH:4][CH:3]=1.B(Br)(Br)Br.C(OCC)C>ClCCl.C(=O)=O.CC(C)=O>[CH2:1]([NH:8][C:9](=[O:19])[C:10]1[CH:11]=[C:12]([I:18])[CH:13]=[C:14]([OH:16])[CH:15]=1)[C:2]1[CH:3]=[CH:4][CH:5]=[CH:6][CH:7]=1 |f:4.5|. Reported procedure: A solution of N-benzyl-3-iodo-5-methoxy-benzamide (4.7 g) in anhydrous dichloromethane (100 mL) was cooled to −78° C. in dry ice/acetone bath under flow of argon and a BBr3 solution (38.4 mL of 1 M solution in dichloromethane) was added dropwise. After the addition was completed, the reaction mixture was stirred at room temperature overnight. The reaction mixture was cooled in an ice bath and then quenched by a dropwise addition of methanol. Then it was diluted with ethyl acetate, washed with wa...